This data is from the Open Reaction Database (ORD), a public repository of structured organic reaction records. The task is: describe an organic reaction: reactants, conditions, products, and yield The reactants are [N+](=O)([O-])C=1C=C(C=CC1[N+](=O)[O-])C (3,4-dinitrotoluene), CN(CCN)C (N,N-dimethylethylenediamine), COCCOCCN(CCOCCOC)CCOCCOC (TDA-1). Run in CS(=O)C (dimethyl sulfoxide). The product is CN(CCNC1=C(C=CC(=C1)C)[N+](=O)[O-])C (N,N-Dimethyl-2-(5-methyl-2-nitroanilino)ethanamine). Isolated yield 80.0%. RXN SMILES: [N+:1]([C:4]1[CH:5]=[C:6]([CH3:13])[CH:7]=[CH:8][C:9]=1[N+:10]([O-:12])=[O:11])([O-])=O.[CH3:14][N:15]([CH3:19])[CH2:16][CH2:17]N.COCCOCCN(CCOCCOC)CCOCCOC>CS(C)=O>[CH3:14][N:15]([CH3:19])[CH2:16][CH2:17][NH:1][C:4]1[CH:5]=[C:6]([CH3:13])[CH:7]=[CH:8][C:9]=1[N+:10]([O-:12])=[O:11]. Procedure: To a stirred solution of 3,4-dinitrotoluene (3.64 g, 20 mmol) and N,N-dimethylethylenediamine (1.76 g, 20 mmol) was heated at 80° C. in dimethyl sulfoxide and catalytic amount of TDA-1 for 2 hours. N,N-Dimethyl-2-(5-methyl-2-nitroanilino)ethanamine was isolated in 80% yield (3.6 g, 16 mmol) after aqueous work-up. Quaternization was achieved in quantitative yield with methyl iodide and dimethylformamide. Its melting point was 225°-7° C.